From a dataset of the Open Reaction Database (ORD), a public repository of structured organic reaction records. describe an organic reaction: reactants, conditions, products, and yield Starting materials: ClCCl, Nc1ccc(Cl)cc1C(=O)Nc1ccc(Cl)cc1, O=C(Cl)c1scc(CCl)c1Cl, c1ccncc1. The product is O=C(Nc1ccc(Cl)cc1)c1cc(Cl)ccc1NC(=O)c1scc(CCl)c1Cl. RXN SMILES: [CH2:36]([Cl:37])[Cl:38].[Cl:12][c:13]1[cH:14][cH:15][c:16]([NH:19][C:20]([c:21]2[c:22]([NH2:28])[cH:23][cH:24][c:25]([Cl:27])[cH:26]2)=[O:29])[cH:17][cH:18]1.[Cl:1][c:2]1[c:3]([C:9](=[O:10])[Cl:11])[s:4][cH:5][c:6]1[CH2:7][Cl:8].[cH:30]1[cH:31][cH:32][n:33][cH:34][cH:35]1>>[Cl:1][c:2]1[c:3]([C:9](=[O:10])[NH:28][c:22]2[c:21]([C:20]([NH:19][c:16]3[cH:15][cH:14][c:13]([Cl:12])[cH:18][cH:17]3)=[O:29])[cH:26][c:25]([Cl:27])[cH:24][cH:23]2)[s:4][cH:5][c:6]1[CH2:7][Cl:8].